From a dataset of the Open Reaction Database (ORD), a public repository of structured organic reaction records. describe an organic reaction: reactants, conditions, products, and yield Starting materials: COC=1C=CC(=CC1)P2(=S)SP(=S)(S2)C=3C=CC(=CC3)OC (Lawesson's Reagent), ClC1=C(C(=CC=C1C)Cl)NC1=C(C(=O)N)C=CC=C1 (2-[(2,6-dichloro-3-methylphenyl)amino]-benzamide). Run in O1CCCC1 (tetrahydrofuran). Run at time 3 day. Yields the product ClC1=C(C(=CC=C1C)Cl)NC1=CC=CC=C1 (2-[(2,6-dichloro-3-methylphenyl)amino]-benzene). The yield is 70.6%. RXN SMILES: COC1C=CC(P2(SP(C3C=CC(OC)=CC=3)(=S)S2)=S)=CC=1.[Cl:23][C:24]1[C:29]([CH3:30])=[CH:28][CH:27]=[C:26]([Cl:31])[C:25]=1[NH:32][C:33]1[CH:41]=[CH:40][CH:39]=[CH:38][C:34]=1C(N)=O>O1CCCC1>[Cl:23][C:24]1[C:29]([CH3:30])=[CH:28][CH:27]=[C:26]([Cl:31])[C:25]=1[NH:32][C:33]1[CH:34]=[CH:38][CH:39]=[CH:40][CH:41]=1. Procedure details: Lawesson's Reagent (2.67 g, 6.60 mmol) is added to a colorless solution of 2-[(2,6-dichloro-3-methylphenyl)amino]-benzamide (2.83 g, 9.60 mmol) in 50 ml of tetrahydrofuran at room temperature. The resulting mixture is stirred under nitrogen for three days. The clear yellow solution is then heated at reflux for two hours. The solution is concentrated in vacuo and chromatographed, eluting with hexane:ethyl acetate (gradient of 6:1 to 3:1), providing 1.71 g (57%) of a pale yellow solid. Starting materials: [O-2].[Mg+2] (magnesium oxide), C1(CC(C(CC1)C(C)C)OC(=O)Cl)C (menthyloxycarbonyl chloride), CN1C(CNC(C2=C1C=CC(=C2)Cl)C2=CC=CC=C2)=O (1-methyl-5-phenyl-7-chloro-1,3,4,5-tetrahydro-2H-1,4-benzodiazepine-2-one). Run in CC(=O)C (acetone). Yields the product CN1C(CN(C(C2=C1C=CC(=C2)Cl)C2=CC=CC=C2)C(=O)OC2CC(CCC2C(C)C)C)=O (1methyl-4-menthyloxycarbonyl-5-phenyl-7-chloro-1,3,4,5-tetrahydro-2H-1,4-benzodiazepine-2-one). RXN SMILES: [O-2].[Mg+2].[CH:3]1([CH3:16])[CH2:8][CH2:7][CH:6]([CH:9]([CH3:11])[CH3:10])[CH:5]([O:12][C:13](Cl)=[O:14])[CH2:4]1.[CH3:17][N:18]1[C:24]2[CH:25]=[CH:26][C:27]([Cl:29])=[CH:28][C:23]=2[CH:22]([C:30]2[CH:35]=[CH:34][CH:33]=[CH:32][CH:31]=2)[NH:21][CH2:20][C:19]1=[O:36]>CC(C)=O>[CH3:17][N:18]1[C:24]2[CH:25]=[CH:26][C:27]([Cl:29])=[CH:28][C:23]=2[CH:22]([C:30]2[CH:35]=[CH:34][CH:33]=[CH:32][CH:31]=2)[N:21]([C:13]([O:12][CH:5]2[CH:6]([CH:9]([CH3:11])[CH3:10])[CH2:7][CH2:8][CH:3]([CH3:16])[CH2:4]2)=[O:14])[CH2:20][C:19]1=[O:36] |f:0.1|. Procedure details: 0.2 g. of magnesium oxide and 1.21 g. (0.0055 moles) of menthyloxycarbonyl chloride are added to a solution of 1.34 g. (0.005 moles) of 1-methyl-5-phenyl-7-chloro-1,3,4,5-tetrahydro-2H-1,4-benzodiazepine-2-one in 20 ml. of acetone, and the mixture is stirred overnight. Next day carbon is added to the mixture, the suspension is filtered, and the filtrate is evaporated to dryness. The oily residue is dissolved in 20 ml. of ethyl acetate, the solution is shaken with 3×5 ml. of 0.1 N hydrochloric ac...